Dataset: the Open Reaction Database (ORD), a public repository of structured organic reaction records. Task: describe an organic reaction: reactants, conditions, products, and yield Starting materials: BrCc1ccccc1, CCCOC1CCC(=O)N1, [K+], C1CCOC1, [OH-]. Yields the product CCCOC1CCC(=O)N1Cc1ccccc1. RXN SMILES: [Br:13][CH2:14][c:15]1[cH:16][cH:17][cH:18][cH:19][cH:20]1.[CH2:1]([CH2:2][CH3:3])[O:4][CH:5]1[CH2:6][CH2:7][C:8](=[O:10])[NH:9]1.[K+:12].[O:21]1[CH2:22][CH2:23][CH2:24][CH2:25]1.[OH-:11]>>[CH2:1]([CH2:2][CH3:3])[O:4][CH:5]1[CH2:6][CH2:7][C:8](=[O:10])[N:9]1[CH2:14][c:15]1[cH:16][cH:17][cH:18][cH:19][cH:20]1. Starting materials: C(C)OCC=1N=C(OC1C1=CC=CC=C1)C1CCNCC1 (4-(4-ethoxymethyl-5-phenyl-oxazol-2-yl)-piperidine), Intermediate 4, ClCCC=1C=CC(=C(C1)S(=O)(=O)NCC(=O)N)OC (2-[5-(2-chloro-ethyl)-2-methoxy-benzenesulfonylamino]-acetamide), Intermediate 6, [Li+].[Br-] (LiBr), C(C)(C)N(CC)C(C)C (diisopropyl ethylamine). Run in O1CCOCC1 (dioxane). Conditions: temperature 100 celsius, time 18 hour. Product: C(C)OCC=1N=C(OC1C1=CC=CC=C1)C1CCN(CC1)CCC=1C=CC(=C(C1)S(=O)(=O)NCC(=O)N)OC (2-(5-{2-[4-(4-Ethoxymethyl-5-phenyl-oxazol-2-yl)-piperidin-1-yl]-ethyl}-2-methoxy-benzenesulfonylamino)-acetamide). RXN SMILES: [CH2:1]([O:3][CH2:4][C:5]1[N:6]=[C:7]([CH:16]2[CH2:21][CH2:20][NH:19][CH2:18][CH2:17]2)[O:8][C:9]=1[C:10]1[CH:15]=[CH:14][CH:13]=[CH:12][CH:11]=1)[CH3:2].Cl[CH2:23][CH2:24][C:25]1[CH:26]=[CH:27][C:28]([O:39][CH3:40])=[C:29]([S:31]([NH:34][CH2:35][C:36]([NH2:38])=[O:37])(=[O:33])=[O:32])[CH:30]=1.[Li+].[Br-].C(N(C(C)C)CC)(C)C>O1CCOCC1>[CH2:1]([O:3][CH2:4][C:5]1[N:6]=[C:7]([CH:16]2[CH2:21][CH2:20][N:19]([CH2:23][CH2:24][C:25]3[CH:26]=[CH:27][C:28]([O:39][CH3:40])=[C:29]([S:31]([NH:34][CH2:35][C:36]([NH2:38])=[O:37])(=[O:33])=[O:32])[CH:30]=3)[CH2:18][CH2:17]2)[O:8][C:9]=1[C:10]1[CH:15]=[CH:14][CH:13]=[CH:12][CH:11]=1)[CH3:2] |f:2.3|. Procedure: 4-(4-ethoxymethyl-5-phenyl-oxazol-2-yl)-piperidine (450 mg, 1.4 mmol), prepared as in Intermediate 4, and 2-[5-(2-chloro-ethyl)-2-methoxy-benzenesulfonylamino]-acetamide (644 mg), prepared as in Intermediate 6, LiBr (182 mg), and diisopropyl ethylamine (0.73 mL) in dioxane (15 mL) is stirred at 100° C. for 18 h. The solvent is evaporated and the residue purified by chromatography on silica using 3% MeOH:CHCl3 as eluent to afford the product as a white foam. Starting materials: C(C)(C)(C)C1=CC=C(C=C1)C=1OC(=NN1)C1=C(C=CC(=C1)C)C (2-(4-tert-butyl-phenyl)-5-(-2,5-dimethyl-phenyl)-[1,3,4]oxadiazole), ClN1C(CCC1=O)=O (N-chloro-succinimide), C(Cl)(Cl)(Cl)Cl (carbon tetrachloride). Conditions: temperature 0 celsius, time 4 hour. Product: ClCC1=C(C=C(C=C1)CCl)C=1OC(=NN1)C1=CC=C(C=C1)C(C)(C)C (2-(2,5-bis-chloromethyl-phenyl)-5-(4-tert-butyl-phenyl)-[1,3,4]oxadiazole). Isolated yield 42.0%. As a reaction SMILES: [C:1]([C:5]1[CH:10]=[CH:9][C:8]([C:11]2[O:12][C:13]([C:16]3[CH:21]=[C:20](C)[CH:19]=[CH:18][C:17]=3[CH3:23])=[N:14][N:15]=2)=[CH:7][CH:6]=1)([CH3:4])([CH3:3])[CH3:2].[Cl:24]N1C(=O)CCC1=O.[C:32]([Cl:36])(Cl)(Cl)Cl>>[Cl:24][CH2:23][C:17]1[CH:18]=[CH:19][C:20]([CH2:32][Cl:36])=[CH:21][C:16]=1[C:13]1[O:12][C:11]([C:8]2[CH:9]=[CH:10][C:5]([C:1]([CH3:4])([CH3:3])[CH3:2])=[CH:6][CH:7]=2)=[N:15][N:14]=1. Procedure details: Compound 3 (3.0 g, 9.79 mmol) and N-chloro-succinimide (3.27 g, 24.48 mmol) were dissolved in carbon tetrachloride (20 ml). The mixture was degassed and heated/irradiated by an IR lamp to reflux under argon. After 4 hours, the mixture was cooled to 0° C. The soluble part of the mixture was separated by filtration. Evaporation of the solvent afforded a solid mixture product, which was separated and purified by silica flash column chromatography using hexane to hexane/EtOAC (1:4, v/v) subsequently... The reactants are FC(C(=O)O)(F)F (trifluoroacetic acid), C(C)[SiH](CC)CC (triethylsilane), C1(CCCC1)C(C(=O)OC(C)(C)C)C1=CC=C(C=C1)CN1C(C2=C(C=CC(=C2C1=O)F)F)O (tert-butyl cyclopentyl{4-[(4,7-difluoro-1-hydroxy-3-oxo-1,3-dihydro-2H-isoindol-2-yl)methyl]phenyl}acetate). Run in ClCCl (dichloromethane). Run at time 2 hour. Product: C1(CCCC1)C(C(=O)O)C1=CC=C(C=C1)CN1C(C2=C(C=CC(=C2C1)F)F)=O ((+/−)-Cyclopentyl{4-[(4,7-difluoro-1-oxo-1,3-dihydro-2H-isoindol-2-yl)methyl]phenyl}acetic acid). RXN SMILES: [CH:1]1([CH:6]([C:14]2[CH:19]=[CH:18][C:17]([CH2:20][N:21]3[C:29](=O)[C:28]4[C:23](=[C:24]([F:32])[CH:25]=[CH:26][C:27]=4[F:31])[CH:22]3[OH:33])=[CH:16][CH:15]=2)[C:7]([O:9]C(C)(C)C)=[O:8])[CH2:5][CH2:4][CH2:3][CH2:2]1.FC(F)(F)C(O)=O.C([SiH](CC)CC)C>ClCCl>[CH:1]1([CH:6]([C:14]2[CH:15]=[CH:16][C:17]([CH2:20][N:21]3[CH2:29][C:28]4[C:23](=[C:24]([F:32])[CH:25]=[CH:26][C:27]=4[F:31])[C:22]3=[O:33])=[CH:18][CH:19]=2)[C:7]([OH:9])=[O:8])[CH2:2][CH2:3][CH2:4][CH2:5]1. Procedure details: 90.0 mg (0.20 mmol) of tert-butyl cyclopentyl{4-[(4,7-difluoro-1-hydroxy-3-oxo-1,3-dihydro-2H-isoindol-2-yl)methyl]phenyl}acetate were initially charged in 1 ml of dichloromethane, and 300 μA of trifluoroacetic acid and 62 μl (0.39 mmol) of triethylsilane were added. The mixture was stirred at RT for 2 h. The reaction mixture was then concentrated on a rotary evaporator, the residue was taken up in ethyl acetate and the solution was washed with water and saturated sodium chloride solution. The o... Reactants: O=C([O-])[O-], CCOC(=O)c1[nH]c2c(F)cncc2c1N, Cc1ccccc1, CCOC(C)=O, [Cs+], [Cs+], C[Si](C)(C)c1ccc(OS(=O)(=O)C(F)(F)F)c(F)c1, O=C(C=Cc1ccccc1)C=Cc1ccccc1, O=C(C=Cc1ccccc1)C=Cc1ccccc1, O=C(C=Cc1ccccc1)C=Cc1ccccc1, [Pd], [Pd]. Product: CCOC(=O)c1[nH]c2c(F)cncc2c1Nc1ccc([Si](C)(C)C)cc1F. RXN SMILES: [C:36](=[O:37])([O-:38])[O-:39].[CH2:1]([CH3:2])[O:3][C:4](=[O:5])[c:6]1[c:7]([NH2:16])[c:8]2[cH:9][n:10][cH:11][c:12]([F:15])[c:13]2[nH:14]1.[CH3:42][c:43]1[cH:44][cH:45][cH:46][cH:47][cH:48]1.[CH3:49][CH2:50][O:51][C:52](=[O:53])[CH3:54].[Cs+:40].[Cs+:41].[F:17][c:18]1[c:19]([O:28][S:29]([C:30]([F:31])([F:32])[F:33])(=[O:34])=[O:35])[cH:20][cH:21][c:22]([Si:24]([CH3:25])([CH3:26])[CH3:27])[cH:23]1.[O:57]=[C:58]([CH:59]=[CH:60][c:61]1[cH:62][cH:63][cH:64][cH:65][cH:66]1)[CH:67]=[CH:68][c:69]1[cH:70][cH:71][cH:72][cH:73][cH:74]1.[O:75]=[C:76]([CH:77]=[CH:78][c:79]1[cH:80][cH:81][cH:82][cH:83][cH:84]1)[CH:85]=[CH:86][c:87]1[cH:88][cH:89][cH:90][cH:91][cH:92]1.[O:93]=[C:94]([CH:95]=[CH:96][c:97]1[cH:98][cH:99][cH:100][cH:101][cH:102]1)[CH:103]=[CH:104][c:105]1[cH:106][cH:107][cH:108][cH:109][cH:110]1.[Pd:55].[Pd:56]>>[CH2:1]([CH3:2])[O:3][C:4](=[O:5])[c:6]1[c:7]([NH:16][c:19]2[c:18]([F:17])[cH:23][c:22]([Si:24]([CH3:25])([CH3:26])[CH3:27])[cH:21][cH:20]2)[c:8]2[cH:9][n:10][cH:11][c:12]([F:15])[c:13]2[nH:14]1. Reactants: CC(NC(=O)Cc1cc(F)cc(F)c1)C(=O)O, NC1C(=O)NC(Cc2ccccc2)c2ccccc21. Yields the product CC(NC(=O)Cc1cc(F)cc(F)c1)C(=O)NC1C(=O)NC(Cc2ccccc2)c2ccccc21. As a reaction SMILES: [F:1][c:2]1[cH:3][c:4]([CH2:9][C:10](=[O:11])[NH:12][CH:13]([CH3:14])[C:15](=[O:16])[OH:17])[cH:5][c:6]([F:8])[cH:7]1.[NH2:18][CH:19]1[C:20](=[O:36])[NH:21][CH:22]([CH2:29][c:30]2[cH:31][cH:32][cH:33][cH:34][cH:35]2)[c:23]2[cH:24][cH:25][cH:26][cH:27][c:28]21>>[F:1][c:2]1[cH:3][c:4]([CH2:9][C:10](=[O:11])[NH:12][CH:13]([CH3:14])[C:15](=[O:17])[NH:18][CH:19]2[C:20](=[O:36])[NH:21][CH:22]([CH2:29][c:30]3[cH:31][cH:32][cH:33][cH:34][cH:35]3)[c:23]3[cH:24][cH:25][cH:26][cH:27][c:28]32)[cH:5][c:6]([F:8])[cH:7]1. The reactants are Cl, Cc1ccc(CC(=O)O)cc1F, Cc1nc2cccc(CN)c2c(=O)n1C1CCC(=O)NC1=O, CN(C)C=O. The product is Cc1ccc(CC(=O)NCc2cccc3nc(C)n(C4CCC(=O)NC4=O)c(=O)c23)cc1F. RXN SMILES: [ClH:13].[F:1][c:2]1[cH:3][c:4]([CH2:9][C:10](=[O:11])[OH:12])[cH:5][cH:6][c:7]1[CH3:8].[NH2:14][CH2:15][c:16]1[c:17]2[c:18](=[O:35])[n:19]([CH:27]3[C:28](=[O:34])[NH:29][C:30](=[O:33])[CH2:31][CH2:32]3)[c:20]([CH3:26])[n:21][c:22]2[cH:23][cH:24][cH:25]1.[O:36]=[CH:37][N:38]([CH3:39])[CH3:40]>>[F:1][c:2]1[cH:3][c:4]([CH2:9][C:10](=[O:12])[NH:14][CH2:15][c:16]2[c:17]3[c:18](=[O:35])[n:19]([CH:27]4[C:28](=[O:34])[NH:29][C:30](=[O:33])[CH2:31][CH2:32]4)[c:20]([CH3:26])[n:21][c:22]3[cH:23][cH:24][cH:25]2)[cH:5][cH:6][c:7]1[CH3:8].